This data is from the Open Reaction Database (ORD), a public repository of structured organic reaction records. The task is: describe an organic reaction: reactants, conditions, products, and yield Reactants: COc1ccc(C(O)CO)cn1, ClCCl, Cc1ccc(S(=O)(=O)Cl)cc1, c1ccncc1. Product: COc1ccc(C(O)COS(=O)(=O)c2ccc(C)cc2)cn1. RXN SMILES: [CH3:1][O:2][c:3]1[cH:4][cH:5][c:6]([CH:9]([CH2:10][OH:11])[OH:12])[cH:7][n:8]1.[Cl:30][CH2:31][Cl:32].[c:19]1([CH3:29])[cH:20][cH:21][c:22]([S:25](=[O:26])(=[O:27])[Cl:28])[cH:23][cH:24]1.[cH:13]1[cH:14][cH:15][n:16][cH:17][cH:18]1>>[CH3:1][O:2][c:3]1[cH:4][cH:5][c:6]([CH:9]([CH2:10][O:11][S:25]([c:22]2[cH:21][cH:20][c:19]([CH3:29])[cH:24][cH:23]2)(=[O:26])=[O:27])[OH:12])[cH:7][n:8]1. Starting materials: CCOC(=O)CC(=O)OCC, CCCCCCCCc1ccc(CCI)cc1, CCO, [Na]. Yields the product CCCCCCCCc1ccc(CCC(C(=O)OCC)C(=O)OCC)cc1. RXN SMILES: [C:2]([CH2:3][C:4](=[O:5])[O:6][CH2:7][CH3:8])(=[O:9])[O:10][CH2:11][CH3:12].[CH2:13]([CH2:14][CH2:15][CH2:16][CH2:17][CH2:18][CH2:19][CH3:20])[c:21]1[cH:22][cH:23][c:24]([CH2:27][CH2:28][I:29])[cH:25][cH:26]1.[CH3:30][CH2:31][OH:32].[Na:1]>>[C:2]([CH:3]([C:4](=[O:5])[O:6][CH2:7][CH3:8])[CH2:28][CH2:27][c:24]1[cH:23][cH:22][c:21]([CH2:13][CH2:14][CH2:15][CH2:16][CH2:17][CH2:18][CH2:19][CH3:20])[cH:26][cH:25]1)(=[O:9])[O:10][CH2:11][CH3:12]. The reactants are O=O (oxygen), PbO, C(OC1=CC=CC=C1)(OC1=CC=CC=C1)=O (diphenyl carbonate), [Br-].C(C)N(C(N(CC)CC)=[N+](CC)CC)CC (hexaethylguanidinium bromide), O=O (oxygen). Reagents/catalysts: C/C(=C/C(=O)C)/[O-].C/C(=C/C(=O)C)/[O-].[Pd+2] (Pd(acac)2). Solvent: [C]=O (carbon monoxide), C1(=CC=CC=C1)O (phenol), [C]=O (carbon monoxide), C1(=CC=CC=C1)O (phenol). Run at temperature 65 celsius. Yields the product C(O)(O)=O.C1(=CC=CC=C1)O.C1(=CC=CC=C1)O (diphenol carbonate). As a reaction SMILES: [Br-].C(N(CC)C(=[N+](CC)CC)N(CC)CC)C.O=O.[C:20](=[O:35])([O:28]C1C=CC=CC=1)[O:21][C:22]1[CH:27]=[CH:26][CH:25]=[CH:24][CH:23]=1>C1(O)C=CC=CC=1.[C]=O.C/C(/[O-])=C/C(C)=O.C/C(/[O-])=C/C(C)=O.[Pd+2]>[C:20](=[O:21])([OH:35])[OH:28].[C:22]1([OH:21])[CH:27]=[CH:26][CH:25]=[CH:24][CH:23]=1.[C:22]1([OH:21])[CH:27]=[CH:26][CH:25]=[CH:24][CH:23]=1 |f:0.1,6.7.8,9.10.11,^3:42|. Reported procedure: A phenolic solution (feedstream A) was prepared consisting of 1.7849 g Pd(acac)2 (5.86 mmol), 20.14 g PbO (90.2 mmol; 15.4 equivalents of lead per equivalent of palladium) and 11.4 liters of phenol. A second phenolic solution (feedstream B) was prepared consisting of 1261 g hexaethylguanidinium bromide (4112 mmol) in 3.2 liters of phenol. Each feedstream was maintained at 65° C. and pumped at a rate of 1.5 liters/hour into a stirred, 1-gallon continuous reactor system, maintained at 65° C. and 4...